From a dataset of the Open Reaction Database (ORD), a public repository of structured organic reaction records. describe an organic reaction: reactants, conditions, products, and yield Reactants: ClC1=CC=C(C=N1)CC=1C=C2C(N(C=NC2=C2C1C=CC=C2)[C@@H]2[C@H](COCC2)O)=O (6-[(6-chloropyridin-3-yl)methyl]-3-[(3R,4S)-3-hydroxytetrahydro-2H-pyran-4-yl]benzo[h]quinazolin-4(3H)-one), N1N=CC=C1 (pyrazole), C([O-])([O-])=O.[K+].[K+] (potassium carbonate), CN([C@H]1[C@@H](CCCC1)N)C (trans-N,N-dimethylcyclohexane-1,2-diamine), CN[C@H]1[C@@H](CCCC1)NC (trans-N,N′-dimethylcyclohexane-1,2-diamine). Reagents/catalysts: [Cu]I (copper(I) iodide), [Cu]I (copper(I) iodide). Solvent: C(C)(=O)OCC (ethyl acetate), O (water), CS(=O)C (DMSO). Conditions: temperature 120 celsius. Product: O[C@H]1COCC[C@@H]1N1C=NC2=C3C(=C(C=C2C1=O)CC=1C=NC(=CC1)N1N=CC=C1)C=CC=C3 (3-[(3R,4S)-3-Hydroxytetrahydro-2H-pyran-4-yl]-6-{[6-(1H-pyrazol-1-yl)pyridine-3-yl]methyl}benzo[h]quinazolin-4(3H)-one). As a reaction SMILES: Cl[C:2]1[N:7]=[CH:6][C:5]([CH2:8][C:9]2[CH:10]=[C:11]3[C:16](=[C:17]4[CH:22]=[CH:21][CH:20]=[CH:19][C:18]=24)[N:15]=[CH:14][N:13]([C@H:23]2[CH2:28][CH2:27][O:26][CH2:25][C@@H:24]2[OH:29])[C:12]3=[O:30])=[CH:4][CH:3]=1.[NH:31]1[CH:35]=[CH:34][CH:33]=[N:32]1.C(=O)([O-])[O-].[K+].[K+].CN(C)[C@@H]1CCCC[C@H]1N.CN[C@@H]1CCCC[C@H]1NC>CS(C)=O.C(OCC)(=O)C.O.[Cu]I>[OH:29][C@@H:24]1[C@@H:23]([N:13]2[C:12](=[O:30])[C:11]3[C:16](=[C:17]4[CH:22]=[CH:21][CH:20]=[CH:19][C:18]4=[C:9]([CH2:8][C:5]4[CH:6]=[N:7][C:2]([N:31]5[CH:35]=[CH:34][CH:33]=[N:32]5)=[CH:3][CH:4]=4)[CH:10]=3)[N:15]=[CH:14]2)[CH2:28][CH2:27][O:26][CH2:25]1 |f:2.3.4|. Procedure details: To a solution of 6-[(6-chloropyridin-3-yl)methyl]-3-[(3R,4S)-3-hydroxytetrahydro-2H-pyran-4-yl]benzo[h]quinazolin-4(3H)-one (Example 1, 0.080 g, 0.19 mmol) and pyrazole (0.052 g, 0.15 mmol) in 2 mL of DMSO under an atmosphere of nitrogen was added potassium carbonate (0.57 mL, 1 N aqueous, 0.57 mmol), trans-N,N-dimethylcyclohexane-1,2-diamine (21.6 mg, 0.152 mmol), and copper(I) iodide (0.014 g, 0.076 mmol). The mixture was heated at 120° C. for 20 h, cooled to rt, and additional trans-N,N′-dime... The reactants are [BH4-], [Na+], C1COCCO1, COc1cc(C2CCCCC2)ccc1C(=O)CCC(=O)O, O, O=S(=O)(O)O. Yields the product COc1cc(C2CCCCC2)ccc1C(O)CCC(=O)O. RXN SMILES: [BH4-:1].[Na+:2].[O:30]1[CH2:31][CH2:32][O:33][CH2:34][CH2:35]1.[O:3]=[C:4]([CH2:5][CH2:6][C:7](=[O:8])[OH:9])[c:10]1[c:11]([O:22][CH3:23])[cH:12][c:13]([CH:16]2[CH2:17][CH2:18][CH2:19][CH2:20][CH2:21]2)[cH:14][cH:15]1.[OH2:29].[S:24](=[O:25])(=[O:26])([OH:27])[OH:28]>>[OH:3][CH:4]([CH2:5][CH2:6][C:7](=[O:8])[OH:9])[c:10]1[c:11]([O:22][CH3:23])[cH:12][c:13]([CH:16]2[CH2:17][CH2:18][CH2:19][CH2:20][CH2:21]2)[cH:14][cH:15]1. Yields the product c1ccc(CNC2CCc3ccccc32)cc1. Starting materials: CCOC(=O)CBr, O=C1CCc2ccccc21, NCc1ccccc1, [Pd]. Reaction SMILES: [Br:19][CH2:20][C:21]([O:22][CH2:23][CH3:24])=[O:25].[C:1]1(=[O:10])[CH2:2][CH2:3][c:4]2[cH:5][cH:6][cH:7][cH:8][c:9]21.[NH2:11][CH2:12][c:13]1[cH:14][cH:15][cH:16][cH:17][cH:18]1.[Pd:26]>>[CH:1]1([NH:11][CH2:12][c:13]2[cH:14][cH:15][cH:16][cH:17][cH:18]2)[CH2:2][CH2:3][c:4]2[cH:5][cH:6][cH:7][cH:8][c:9]21. RXN SMILES: [CH2:30]([Cl:31])[Cl:32].[Cl:19][c:20]1[cH:21][cH:22][cH:23][c:24]([C:25]([O:26][OH:28])=[O:27])[cH:29]1.[F:1][C:2]([CH2:3][CH2:4][S:5](=[O:6])[c:7]1[s:8][c:9]2[c:10]([cH:11][n:12][cH:13][cH:14]2)[n:15]1)=[C:16]([F:17])[F:18]>>[F:1][C:2]([CH2:3][CH2:4][S:5](=[O:6])([c:7]1[s:8][c:9]2[c:10]([cH:11][n:12][cH:13][cH:14]2)[n:15]1)=[O:27])=[C:16]([F:17])[F:18]. Reactants: ClCCl, O=C(OO)c1cccc(Cl)c1, O=S(CCC(F)=C(F)F)c1nc2cnccc2s1. Yields the product O=S(=O)(CCC(F)=C(F)F)c1nc2cnccc2s1. Reactants: ClC1=CC(=C(C=C1OC=1C(=NC=CC1)OCC(=O)OC)NC(CC(=O)C(F)(F)F)=O)F (N-[4-chloro-2-fluoro-5-{2-(methoxycarbonyl)methoxy-3-pyridyloxy}phenyl]trifluoroacetoacetamide), C(C)(=O)O (acetic acid), [O-]C#N.[K+] (potassium cyanate). Run in O (water). Conditions: temperature 50 celsius, time 1 hour. Yields the product ClC1=C(OC=2C(=NC=CC2)OCC(=O)OC)C=C(C(=C1)F)N1C(NC(=CC1=O)C(F)(F)F)=O (3-{2-chloro-4-fluoro-5-[2,6-dioxo-4-(trifluoromethyl)-1,2,3,6-tetrahydropyrimidin-1-yl]phenoxy}-2-(methoxycarbonyl)methoxypyridine). Isolated yield 40.1%. Reaction SMILES: [Cl:1][C:2]1[C:7]([O:8][C:9]2[C:10]([O:15][CH2:16][C:17]([O:19][CH3:20])=[O:18])=[N:11][CH:12]=[CH:13][CH:14]=2)=[CH:6][C:5]([NH:21][C:22](=[O:30])[CH2:23][C:24]([C:26]([F:29])([F:28])[F:27])=O)=[C:4]([F:31])[CH:3]=1.C(O)(=O)C.[O-:36][C:37]#[N:38].[K+]>O>[Cl:1][C:2]1[CH:3]=[C:4]([F:31])[C:5]([N:21]2[C:22](=[O:30])[CH:23]=[C:24]([C:26]([F:29])([F:28])[F:27])[NH:38][C:37]2=[O:36])=[CH:6][C:7]=1[O:8][C:9]1[C:10]([O:15][CH2:16][C:17]([O:19][CH3:20])=[O:18])=[N:11][CH:12]=[CH:13][CH:14]=1 |f:2.3|. Procedure details: To a mixture of 0.71 g of N-[4-chloro-2-fluoro-5-{2-(methoxycarbonyl)methoxy-3-pyridyloxy}phenyl]trifluoroacetoacetamide and 2 ml of acetic acid, 0.33 g of potassium cyanate was added, and the mixture was stirred at 50° C. for 1 hour, then, at 110° C. for 1.5 hours. After cooling, water was added to the reaction mixture and the mixture was extracted with ethyl acetate. The organic layer was washed with saturated aqueous sodium bicarbonate solution, and saturated saline, dried over anhydrous magn... Starting materials: BrCc1ccccc1, COP(=O)(CC(=O)CC(C(O[SiH](C)C)C(=O)O)C(C)(C)C)OC, O=C([O-])[O-], CC(C)=O, CCOC(C)=O, [K+], [K+], O. The product is COP(=O)(CC(=O)CC(C(O[SiH](C)C)C(=O)OCc1ccccc1)C(C)(C)C)OC. RXN SMILES: [Br:24][CH2:25][c:26]1[cH:27][cH:28][cH:29][cH:30][cH:31]1.[C:1]([CH3:2])([CH3:3])([CH3:4])[CH:5]([CH:6]([C:7](=[O:8])[OH:9])[O:10][SiH:11]([CH3:12])[CH3:13])[CH2:14][C:15]([CH2:16][P:17](=[O:18])([O:19][CH3:20])[O:21][CH3:22])=[O:23].[C:32](=[O:33])([O-:34])[O-:35].[CH3:39][C:40](=[O:41])[CH3:42].[CH3:43][CH2:44][O:45][C:46](=[O:47])[CH3:48].[K+:36].[K+:37].[OH2:38]>>[C:1]([CH3:2])([CH3:3])([CH3:4])[CH:5]([CH:6]([C:7](=[O:8])[O:9][CH2:25][c:26]1[cH:27][cH:28][cH:29][cH:30][cH:31]1)[O:10][SiH:11]([CH3:12])[CH3:13])[CH2:14][C:15]([CH2:16][P:17](=[O:18])([O:19][CH3:20])[O:21][CH3:22])=[O:23]. The reactants are C1=CC=CC2=C1CCC(CC2)=O (6,7,8,9-tetrahydro-5H-benzocyclohepten-7-one), Cl.NO (hydroxylamine hydrochloride), C([O-])([O-])=O.[Na+].[Na+] (sodium carbonate). Solvent: O (water), O (water). Run at time 8 hour. The product is ONC1CCC2=C(CC1)C=CC=C2 (6,7,8,9-tetrahydro-N-hydroxy-5H-benzocyclohepten-7-amine). As a reaction SMILES: [CH:1]1[C:6]2[CH2:7][CH2:8][C:9](=O)[CH2:10][CH2:11][C:5]=2[CH:4]=[CH:3][CH:2]=1.Cl.[NH2:14][OH:15].C(=O)([O-])[O-].[Na+].[Na+]>O>[OH:15][NH:14][CH:9]1[CH2:8][CH2:7][C:6]2[CH:1]=[CH:2][CH:3]=[CH:4][C:5]=2[CH2:11][CH2:10]1 |f:1.2,3.4.5|. Procedure: To 6,7,8,9-tetrahydro-5H-benzocyclohepten-7-one (2.56 g, 16 mmol) and hydroxylamine hydrochloride (2.2 g, 32 mmol) in 27 mL of water is slowly added a solution of sodium carbonate (1.69 g, 16 mmol) in 14 mL of water. The mixture is stirred overnight. The solid is then filtered off, washed with water, and dried at 50° C. under reduced pressure to give 6,7,8,9-tetrahydro-N-hydroxy-5H-benzocyclohepten-7-amine as a white solid.